Dataset: the Open Reaction Database (ORD), a public repository of structured organic reaction records. Task: describe an organic reaction: reactants, conditions, products, and yield Starting materials: N1C(=O)NC(=O)C1 (Hydantoin), N1CCCCC1 (piperidine), C1(CC1)NC1=CC(=NC=2N1N=CC2C=O)NC2=CC(=CC(=C2)F)F (7-(cyclopropylamino)-5-(3,5-difluorophenylamino)pyrazolo[1,5-a]pyrimidine-3-carbaldehyde). The solvent is C(C)O (ethanol), O (water). Conditions: temperature 80 celsius, time 12 hour. The product is C1(CC1)NC1=CC(=NC=2N1N=CC2\C=C/2\C(NC(N2)=O)=O)NC2=CC(=CC(=C2)F)F ((Z)-5-((7-(cyclopropylamino)-5-(3,5-difluorophenylamino)pyrazolo[1,5-a]pyrimidin-3-yl)methylene)imidazolidine-2,4-dione). The yield is 27.3%. Reaction SMILES: [NH:1]1[CH2:7][C:5](=[O:6])[NH:4][C:2]1=[O:3].N1CCCCC1.[CH:14]1([NH:17][C:18]2[N:23]3[N:24]=[CH:25][C:26]([CH:27]=O)=[C:22]3[N:21]=[C:20]([NH:29][C:30]3[CH:35]=[C:34]([F:36])[CH:33]=[C:32]([F:37])[CH:31]=3)[CH:19]=2)[CH2:16][CH2:15]1>C(O)C.O>[CH:14]1([NH:17][C:18]2[N:23]3[N:24]=[CH:25][C:26](/[CH:27]=[C:7]4/[C:5](=[O:6])[NH:4][C:2](=[O:3])[NH:1]/4)=[C:22]3[N:21]=[C:20]([NH:29][C:30]3[CH:35]=[C:34]([F:36])[CH:33]=[C:32]([F:37])[CH:31]=3)[CH:19]=2)[CH2:15][CH2:16]1. Procedure: Hydantoin (28 mg, 0.28 mmol) and piperidine (42 μL, 0.42 mmol) were added to 7-(cyclopropylamino)-5-(3,5-difluorophenylamino)pyrazolo[1,5-a]pyrimidine-3-carbaldehyde (52 mg, 0.16 mmol) dissolved in ethanol (1 mL). The reaction was heated at 80° C. After 12 h, the reaction was cooled to r.t., diluted with water (2 mL), and the precipitate was collected and washed with 1:1 ethanol:water (5 mL). The solid was dried in vacuo to give (Z)-5-((7-(cyclopropylamino)-5-(3,5-difluorophenylamino)pyrazolo[1,... Starting materials: C(C1=CC=CC=C1)OC(=O)C=1[C@@H]2[C@@H]([C@@H](OC1)OC(NC)=O)[C@]1([C@@H](C2)O1)C ((1S,4aS,6R,7S,7aR)-6,7-epoxy-7-methyl-1-(methylcarbamoyloxy)-1,4a,5,7a-tetrahydrocyclopenta [c] pyrane-4-carboxylic acid benzylester). Reagents/catalysts: [C].[Pd] (palladium-carbon). The solvent is C(C)(=O)OCC (ethyl acetate). Reaction conditions: time 24 hour. Product: hexane-ether, COC(=O)C=1[C@@H]2[C@@H]([C@@H](OC1)OC(NC)=O)[C@]1([C@@H](C2)O1)C ((1S,4aS,6R,7S,7aR)-6,7-epoxy-7-methyl-1-(methylcarbamoyloxy)-1,4a,5,6,7,7a-hexahydrocyclopenta [c] pyrane-4-carboxylic acid methylester). Isolated yield 67.7%. As a reaction SMILES: [CH2:1]([O:8][C:9]([C:11]1[C@H:12]2[CH2:24][C@H:23]3[O:25][C@@:22]3([CH3:26])[C@@H:13]2[C@H:14]([O:17][C:18](=[O:21])[NH:19][CH3:20])[O:15][CH:16]=1)=[O:10])C1C=CC=CC=1>C(OCC)(=O)C.[C].[Pd]>[CH3:1][O:8][C:9]([C:11]1[C@H:12]2[CH2:24][C@H:23]3[O:25][C@@:22]3([CH3:26])[C@@H:13]2[C@H:14]([O:17][C:18](=[O:21])[NH:19][CH3:20])[O:15][CH:16]=1)=[O:10] |f:2.3|. Procedure details: 1.35 g of (1S,4aS,6R,7S,7aR)-6,7-epoxy-7-methyl-1-(methylcarbamoyloxy)-1,4a,5,7a-tetrahydrocyclopenta [c] pyrane-4-carboxylic acid benzylester described in Step 5 of Example 1 were dissolved in ethyl acetate followed by suspension of 60 mg of 5% palladium-carbon catalyst and stirring for 24 hours under hydrogen gas atmosphere at 1 atm. After filtering out the insoluble matter, the filtrate was concentrated. The residue was dissolved in methanol-ether followed by dropwise addition of 3.0. ml of t... Reactants: O=C([O-])O, [Li]CCCC, CC(C)(C)C(O)Cn1cc(-c2ccc(C(F)(F)F)cc2)cn1, O=C(Cl)Oc1ccc([N+](=O)[O-])cc1, [Na+], C1CCOC1. Product: CC(C)(C)C(Cn1cc(-c2ccc(C(F)(F)F)cc2)cn1)OC(=O)Oc1ccc([N+](=O)[O-])cc1. As a reaction SMILES: [C:41](=[O:42])([OH:43])[O-:44].[CH2:23]([Li:24])[CH2:25][CH2:26][CH3:27].[CH3:1][C:2]([CH:3]([CH2:4][n:5]1[n:6][cH:7][c:8](-[c:10]2[cH:11][cH:12][c:13]([C:16]([F:17])([F:18])[F:19])[cH:14][cH:15]2)[cH:9]1)[OH:20])([CH3:21])[CH3:22].[Cl:28][C:29](=[O:30])[O:31][c:32]1[cH:33][cH:34][c:35]([N+:38](=[O:39])[O-:40])[cH:36][cH:37]1.[Na+:45].[O:46]1[CH2:47][CH2:48][CH2:49][CH2:50]1>>[CH3:1][C:2]([CH:3]([CH2:4][n:5]1[n:6][cH:7][c:8](-[c:10]2[cH:11][cH:12][c:13]([C:16]([F:17])([F:18])[F:19])[cH:14][cH:15]2)[cH:9]1)[O:20][C:29](=[O:30])[O:31][c:32]1[cH:33][cH:34][c:35]([N+:38](=[O:39])[O-:40])[cH:36][cH:37]1)([CH3:21])[CH3:22]. Reactants: C(Cl)Cl (DCM), N1N=CC2=CC(=CC=C12)C(O)C1=CC=CC=C1 ((1H-Indazol-5-yl)(phenyl)methanol), COC(=C(C)C)O[Si](C)(C)C (1-methoxy-2-methyl-1-(trimethylsiloxy)propene). The reagents and catalysts are Cl[Ti](Cl)(Cl)Cl (TiCl4). The solvent is C1CCOC1 (THF). Run at time 12 hour. Yields the product N1N=CC2=CC(=CC=C12)C(C(C(=O)OC)(C)C)C1=CC=CC=C1 (methyl 3-(1H-indazol-5-yl)-2,2-dimethyl-3-phenylpropanoate). The yield is 66.7%. RXN SMILES: [NH:1]1[C:9]2[C:4](=[CH:5][C:6]([CH:10]([C:12]3[CH:17]=[CH:16][CH:15]=[CH:14][CH:13]=3)O)=[CH:7][CH:8]=2)[CH:3]=[N:2]1.C(Cl)Cl.[CH3:21][O:22][C:23]([O:27][Si](C)(C)C)=[C:24]([CH3:26])[CH3:25]>C1COCC1.Cl[Ti](Cl)(Cl)Cl>[NH:1]1[C:9]2[C:4](=[CH:5][C:6]([CH:10]([C:12]3[CH:17]=[CH:16][CH:15]=[CH:14][CH:13]=3)[C:24]([CH3:26])([CH3:25])[C:23]([O:22][CH3:21])=[O:27])=[CH:7][CH:8]=2)[CH:3]=[N:2]1. Procedure: (1H-Indazol-5-yl)(phenyl)methanol (12.1 g, 54 mmol) was dissolved in 200 mL of dry THF and 200 mL of DCM and cooled to 0 C. Added 1-methoxy-2-methyl-1-(trimethylsiloxy)propene (43.6, 250 mmol) followed by dropwise addition of TiCl4 (60 mL of 1.0 M DCM solution, 60 mmol). After 12 h, the reaction was quenched with MeOH, poured into brine and extracted 2×DCM. The organic layers were dried over MgSO4, filtered, concentrated, and then chromatographed using 1:2 EtOAc/hexane to give 11.1 g (66% yield)...